From a dataset of the Open Reaction Database (ORD), a public repository of structured organic reaction records. describe an organic reaction: reactants, conditions, products, and yield Starting materials: C1CCOC1, CC1(C)Oc2ccccc2C1O, Cl, CC(C)(C)OC(=O)N=NC(=O)OC(C)(C)C, C1COCCO1, c1ccc(P(c2ccccc2)c2ccccc2)cc1, COC(=O)c1c[nH]cn1. Yields the product COC(=O)c1cncn1C1c2ccccc2OC1(C)C. Reaction SMILES: [CH2:64]1[O:65][CH2:66][CH2:67][CH2:68]1.[CH3:1][C:2]1([CH3:12])[O:3][c:4]2[c:5]([cH:8][cH:9][cH:10][cH:11]2)[CH:6]1[OH:7].[ClH:57].[N:41]([C:42]([O:43][C:44]([CH3:45])([CH3:46])[CH3:47])=[O:48])=[N:49][C:50]([O:51][C:52]([CH3:53])([CH3:54])[CH3:55])=[O:56].[O:58]1[CH2:59][CH2:60][O:61][CH2:62][CH2:63]1.[c:22]1([P:23]([c:24]2[cH:25][cH:26][cH:27][cH:28][cH:29]2)[c:30]2[cH:31][cH:32][cH:33][cH:34][cH:35]2)[cH:36][cH:37][cH:38][cH:39][cH:40]1.[nH:13]1[cH:14][n:15][c:16]([C:18](=[O:19])[O:20][CH3:21])[cH:17]1>>[CH3:1][C:2]1([CH3:12])[O:3][c:4]2[c:5]([cH:8][cH:9][cH:10][cH:11]2)[CH:6]1[n:15]1[cH:14][n:13][cH:17][c:16]1[C:18](=[O:19])[O:20][CH3:21].